The task is: describe an organic reaction: reactants, conditions, products, and yield. This data is from the Open Reaction Database (ORD), a public repository of structured organic reaction records. Starting materials: [N-]=C=O.[K+] (potassium isocyanate), Cl.[N+](=O)([O-])C1=CC(=C(NCCN)C=C1)C (4-nitro-2-methyl-N-(β-aminoethyl) aniline monohydrochloride). Solvent: O (water), O (water). The product is [N+](=O)([O-])C1=CC(=C(NCCNC(=O)N)C=C1)C (4-nitro-2-methyl-N-(β-ureido-ethyl)aniline). The yield is 80.6%. As a reaction SMILES: [N-:1]=[C:2]=[O:3].[K+].Cl.[N+:6]([C:9]1[CH:18]=[CH:17][C:12]([NH:13][CH2:14][CH2:15][NH2:16])=[C:11]([CH3:19])[CH:10]=1)([O-:8])=[O:7]>O>[N+:6]([C:9]1[CH:18]=[CH:17][C:12]([NH:13][CH2:14][CH2:15][NH:16][C:2]([NH2:1])=[O:3])=[C:11]([CH3:19])[CH:10]=1)([O-:8])=[O:7] |f:0.1,2.3|. Procedure: 24.3 g (0.3 mole) of potassium isocyanate in solution in 75 cm3 of water is added to 57.9g (0.25 mole) of 4-nitro-2-methyl-N-(β-aminoethyl) aniline monohydrochloride in 235 cm3 of water at 60°. After keeping the reaction mixture for 15 minutes in a boiling water bath, drying yields 48 g of 4-nitro-2-methyl-N-(β-ureido-ethyl)aniline which, after recrystallization in acetic acid, melts at 186° C. The reactants are C1(CC1)C1=CC(=NC=2N1N=CC2C#C)C2=CC=C(C=C2)C(F)(F)F (7-cyclopropyl-3-ethynyl-5-(4-trifluoromethyl-phenyl)-pyrazolo[1,5-a]pyrimidine), BrC=1C=CC(=C(C1)S(=O)(=O)NC(CO)(C)C)OC (5-bromo-N-(2-hydroxy-1,1-dimethyl-ethyl)-2-methoxy-benzenesulfonamide). Product: C1(CC1)C1=CC(=NC=2N1N=CC2C#CC=2C=CC(=C(C2)S(=O)(=O)NC(CO)(C)C)OC)C2=CC=C(C=C2)C(F)(F)F (5-[7-Cyclopropyl-5-(4-trifluoromethyl-phenyl)-pyrazolo[1,5-a]pyrimidin-3-ylethynyl]-N-(2-hydroxy-1,1-dimethyl-ethyl)-2-methoxy-benzenesulfonamide), solid. The yield is 42.0%. As a reaction SMILES: [CH:1]1([C:4]2[N:9]3[N:10]=[CH:11][C:12]([C:13]#[CH:14])=[C:8]3[N:7]=[C:6]([C:15]3[CH:20]=[CH:19][C:18]([C:21]([F:24])([F:23])[F:22])=[CH:17][CH:16]=3)[CH:5]=2)[CH2:3][CH2:2]1.Br[C:26]1[CH:27]=[CH:28][C:29]([O:41][CH3:42])=[C:30]([S:32]([NH:35][C:36]([CH3:40])([CH3:39])[CH2:37][OH:38])(=[O:34])=[O:33])[CH:31]=1>>[CH:1]1([C:4]2[N:9]3[N:10]=[CH:11][C:12]([C:13]#[C:14][C:26]4[CH:27]=[CH:28][C:29]([O:41][CH3:42])=[C:30]([S:32]([NH:35][C:36]([CH3:39])([CH3:40])[CH2:37][OH:38])(=[O:34])=[O:33])[CH:31]=4)=[C:8]3[N:7]=[C:6]([C:15]3[CH:16]=[CH:17][C:18]([C:21]([F:22])([F:23])[F:24])=[CH:19][CH:20]=3)[CH:5]=2)[CH2:3][CH2:2]1. Procedure details: The title compound was prepared from 7-cyclopropyl-3-ethynyl-5-(4-trifluoromethyl-phenyl)-pyrazolo[1,5-a]pyrimidine (example C.7) (82 mg, 0.25 mmol) and 5-bromo-N-(2-hydroxy-1,1-dimethyl-ethyl)-2-methoxy-benzenesulfonamide (85 mg, 0.25 mmol) (Example B.7) according to general procedure II. Obtained as a yellow solid (61 mg, 42%). MS (ISP) 585.3 [(M+H)+]; mp 192-195° C. The reactants are COC(COC=1C2=C(N=C(N1)SC)N(C(=C2)CC)CC2=CC(=CC=C2)C(F)(F)F)=O ([[2-(methylthio)-6-ethyl-7-[[3-(trifluoromethyl)phenyl]methyl]-7H-pyrrolo[2,3-d]pyrimidin-4-yl]oxy]acetic acid methyl ester), C(C(=O)Cl)(=O)Cl (oxalyl chloride), C(C(=O)Cl)(=O)Cl (oxalyl chloride), N1=CC=CC=C1 (pyridine). The solvent is C(Cl)(Cl)Cl (chloroform). Product: COC(COC=1C2=C(N=C(N1)SC)N(C(=C2C(C(=O)N)=O)CC)CC2=CC(=CC=C2)C(F)(F)F)=O ([[2-(methylthio)-5-(aminooxoacetyl)-6-ethyl-7-[[3-(trifluoromethyl)phenyl]-methyl]-7H-pyrrolo(2,3-d]pyrimidin-4-yl]oxy]acetic acid methyl ester). The yield is 22.0%. RXN SMILES: [CH3:1][O:2][C:3](=[O:30])[CH2:4][O:5][C:6]1[C:7]2[CH:16]=[C:15]([CH2:17][CH3:18])[N:14]([CH2:19][C:20]3[CH:25]=[CH:24][CH:23]=[C:22]([C:26]([F:29])([F:28])[F:27])[CH:21]=3)[C:8]=2[N:9]=[C:10]([S:12][CH3:13])[N:11]=1.[C:31](Cl)(=[O:35])[C:32](Cl)=[O:33].[N:37]1C=CC=CC=1>C(Cl)(Cl)Cl>[CH3:1][O:2][C:3](=[O:30])[CH2:4][O:5][C:6]1[C:7]2[C:16]([C:31](=[O:35])[C:32]([NH2:37])=[O:33])=[C:15]([CH2:17][CH3:18])[N:14]([CH2:19][C:20]3[CH:25]=[CH:24][CH:23]=[C:22]([C:26]([F:28])([F:29])[F:27])[CH:21]=3)[C:8]=2[N:9]=[C:10]([S:12][CH3:13])[N:11]=1. Procedure details: To a solution of 256 mg (0.582 mmol) of [[2-(methylthio)-6-ethyl-7-[[3-(trifluoromethyl)phenyl]methyl]-7H-pyrrolo[2,3-d]pyrimidin-4-yl]oxy]acetic acid methyl ester in 9 mL of chloroform was added 0.15 mL of oxalyl chloride followed by 0.07 mL of pyridine. The reaction stirred at ambient temperature and was monitored by nmr for conversion to product. Additional oxalyl chloride (0.200 mL) was added in portions over 3 days. The reaction was quenched into 4.0 mL of dilute ammonium hydroxide and the ... Starting materials: [BH4-].[Li+] (lithium borohydride), C1(=CC=CC=C1)COC(=O)NCCC1=CNC2=CC=C(C=C12)C(=O)O (3-[2-[[(phenylmethoxy)carbonyl]amino]ethyl]-1H-indole-5-carboxylic acid), C(=O)(N1C=NC=C1)N1C=NC=C1 (carbonyldiimidazole), C(C)(=O)O (acetic acid), ice. The solvent is O1CCCC1 (THF), O1CCCC1 (tetrahydrofuran). Reaction conditions: time 18 hour. Product: OCC=1C=C2C(=CNC2=CC1)CCNC(OCC1=CC=CC=C1)=O (Phenylmethyl [2-[5-(hydroxymethyl)-1H-indol-3-yl]ethyl]-carbamate). The yield is 104.3%. RXN SMILES: [C:1]1([CH2:7][O:8][C:9]([NH:11][CH2:12][CH2:13][C:14]2[C:22]3[C:17](=[CH:18][CH:19]=[C:20]([C:23](O)=[O:24])[CH:21]=3)[NH:16][CH:15]=2)=[O:10])[CH:6]=[CH:5][CH:4]=[CH:3][CH:2]=1.C(N1C=CN=C1)(N1C=CN=C1)=O.[BH4-].[Li+].C(O)(=O)C>O1CCCC1>[OH:24][CH2:23][C:20]1[CH:21]=[C:22]2[C:17](=[CH:18][CH:19]=1)[NH:16][CH:15]=[C:14]2[CH2:13][CH2:12][NH:11][C:9](=[O:10])[O:8][CH2:7][C:1]1[CH:6]=[CH:5][CH:4]=[CH:3][CH:2]=1 |f:2.3|. Procedure: A solution of 3-[2-[[(phenylmethoxy)carbonyl]amino]ethyl]-1H-indole-5-carboxylic acid (9 g) and carbonyldiimidazole (5.2 g) in dry tetrahydrofuran (THF) (150 ml) was stirred vigorously under nitrogen at room temperature for 5 h. A solution of lithium borohydride (1.6 g) in dry THF (70 ml) was added over 70 min and the mixture then stirred for 18 h. Aqueous acetic acid (30%, 25 ml) was added slowly to the ice-cooled mixture and the solution was then partitioned between brine (25%, 300 ml) and eth... Starting materials: CC(C)OC1=C(C=CC=C1)N1CCN(CC1)CC=1C=C(C(=O)N2CCCCC2)C=CC1 (1-[3-[[4-[2-(1-methylethoxy)phenyl]-1-piperazinyl]methyl]benzoyl]piperidine), C1(=CC=CC=C1)C (toluene), COC1=CC=C(C=C1)P1(SP(S1)(C1=CC=C(C=C1)OC)=S)=S (2,4-bis(4-methoxyphenyl)-1,3-dithia-2,4-diphosphetane-2,4-disulfide), C1(=CC=CC=C1)C (toluene), Cl (hydrochloric acid), [OH-].[Na+] (sodium hydroxide), hydrochloride salt. Reaction conditions: temperature 90 celsius. The product is Cl.CC(C)OC1=C(C=CC=C1)N1CCN(CC1)CC=1C=C(C(=S)N2CCCCC2)C=CC1 (1-[3-[[4-[2-(1-Methylethoxy)phenyl]-1-piperazinyl]methyl]thiobenzoyl]piperidine Hydrochloride). RXN SMILES: [CH3:1][CH:2]([O:4][C:5]1[CH:10]=[CH:9][CH:8]=[CH:7][C:6]=1[N:11]1[CH2:16][CH2:15][N:14]([CH2:17][C:18]2[CH:19]=[C:20]([CH:29]=[CH:30][CH:31]=2)[C:21]([N:23]2[CH2:28][CH2:27][CH2:26][CH2:25][CH2:24]2)=O)[CH2:13][CH2:12]1)[CH3:3].C1(C)C=CC=CC=1.COC1C=CC(P2(=S)SP(=S)(C3C=CC(OC)=CC=3)[S:48]2)=CC=1.[OH-].[Na+].[ClH:63]>>[ClH:63].[CH3:1][CH:2]([O:4][C:5]1[CH:10]=[CH:9][CH:8]=[CH:7][C:6]=1[N:11]1[CH2:16][CH2:15][N:14]([CH2:17][C:18]2[CH:19]=[C:20]([CH:29]=[CH:30][CH:31]=2)[C:21]([N:23]2[CH2:28][CH2:27][CH2:26][CH2:25][CH2:24]2)=[S:48])[CH2:13][CH2:12]1)[CH3:3] |f:3.4,6.7|. Procedure details: A solution of 1-[3-[[4-[2-(1-methylethoxy)phenyl]-1-piperazinyl]methyl]benzoyl]piperidine (CP #36, 3.86 g, 0.0092 mol) and toluene (50 mL) was treated with 2,4-bis(4-methoxyphenyl)-1,3-dithia-2,4-diphosphetane-2,4-disulfide (2.22 g, 0.0055 mole) and the resulting mixture was heated at 90° C. for 1 h. The reaction was cooled followed by the addition of toluene (50 mL), and mixed thoroughly with excess 3N sodium hydroxide solution. The organic layer was separated, washed with saturated sodium chlo...